Task: describe an organic reaction: reactants, conditions, products, and yield. Dataset: the Open Reaction Database (ORD), a public repository of structured organic reaction records The reactants are FC1=CC=C(C=C1)C(=O)C1=CC=C(C=C1)OCCO (4-fluorophenyl-4-(2-hydroxyethoxy)phenyl methanone), O1CCCC=C1 (3,4-dihydro-2H-pyran), C1(=CC=C(C=C1)S(=O)(=O)O)C (p-toluenesulfonic acid). The solvent is ClCCl (dichloromethane). Conditions: time 2 hour. Product: FC1=CC=C(C=C1)C(=O)C1=CC=C(C=C1)OCCOC1OCCCC1 (4-fluorophenyl-4-(2-((tetrahydro-2H-pyran-2-yl)oxy)ethoxy)phenyl methanone). RXN SMILES: [F:1][C:2]1[CH:7]=[CH:6][C:5]([C:8]([C:10]2[CH:15]=[CH:14][C:13]([O:16][CH2:17][CH2:18][OH:19])=[CH:12][CH:11]=2)=[O:9])=[CH:4][CH:3]=1.[O:20]1[CH:25]=[CH:24][CH2:23][CH2:22][CH2:21]1.C1(C)C=CC(S(O)(=O)=O)=CC=1>ClCCl>[F:1][C:2]1[CH:3]=[CH:4][C:5]([C:8]([C:10]2[CH:15]=[CH:14][C:13]([O:16][CH2:17][CH2:18][O:19][CH:21]3[CH2:22][CH2:23][CH2:24][CH2:25][O:20]3)=[CH:12][CH:11]=2)=[O:9])=[CH:6][CH:7]=1. Reported procedure: In an oven-dried flask placed under a nitrogen atmosphere, the product of Step 1 (121 g) and 3,4-dihydro-2H-pyran (106 mL) were stirred in dichloromethane (1100 mL). To this was added p-toluenesulfonic acid (4.4 g). The reaction mixture was stirred at room temperature for 2 hours. It was then transferred to a separatory funnel and washed with a saturated aqueous solution of sodium bicarbonate (1 L), dried over sodium sulfate and concentrated by rotary evaporation to yield an oil. 160 grams of 4-... Starting materials: N1(C=NC=C1)C=1C(=CC(=C(NCCCCO)C1)[N+](=O)[O-])C(F)(F)F (4-[5-(1H-imidazol-1-yl)-2-nitro-4-trifluoromethylanilino)butanol), Br (hydrobromic acid), NC1=C(NCCCCO)C=C(C(=C1)C(F)(F)F)N1C=NC=C1 (4-[2-amino-5-(1H-imidazol-1-yl)-4-trifluoromethylanilino)butanol), C(C(=O)O)(=O)O (oxalic acid). Reagents/catalysts: [C].[Pd] (palladium-carbon). The solvent is C(C)O (ethanol). Product: Br.BrCCCCN1C(C(NC2=CC(=C(C=C12)N1C=NC=C1)C(F)(F)F)=O)=O (1-(4-bromobutyl)-7-(1H-imidazol-1-yl)-6-trifluoromethyl-2,3(1H,4H)-quinoxalinedione hydrobromide). RXN SMILES: [N:1]1([C:6]2[C:7]([C:21]([F:24])([F:23])[F:22])=[CH:8][C:9]([N+:18]([O-])=O)=[C:10]([CH:17]=2)[NH:11][CH2:12][CH2:13][CH2:14][CH2:15]O)[CH:5]=[CH:4][N:3]=[CH:2]1.NC1C=C(C(F)(F)F)C(N2C=CN=C2)=CC=1NCCCCO.[C:47]([OH:52])(=O)[C:48](O)=[O:49].[BrH:53]>C(O)C.[C].[Pd]>[BrH:53].[Br:53][CH2:15][CH2:14][CH2:13][CH2:12][N:11]1[C:10]2[C:9](=[CH:8][C:7]([C:21]([F:24])([F:23])[F:22])=[C:6]([N:1]3[CH:5]=[CH:4][N:3]=[CH:2]3)[CH:17]=2)[NH:18][C:48](=[O:49])[C:47]1=[O:52] |f:5.6,7.8|. Procedure: At room temperature, 4-[5-(1H-imidazol-1-yl)-2-nitro-4-trifluoromethylanilino)butanol (5.79 g) synthesized in Reference Example 6 was subjected to reduction in ethanol at ordinary temperature using 10% palladium-carbon as the catalyst, thereby converting it into 4-[2-amino-5-(1H-imidazol-1-yl)-4-trifluoromethylanilino)butanol which was subsequently dissolved in 48% hydrobromic acid aqueous solution (50 ml). Then, oxalic acid (2.27 g) was added, followed by heating overnight under reflux. The rea... Reactants: ClCCl, CN, CC#N, O=C(Cl)c1cc(-c2cccnc2)n2c1CCC2, Cl. As a reaction SMILES: [CH2:24]([Cl:25])[Cl:26].[CH3:19][NH2:20].[CH3:21][C:22]#[N:23].[Cl:2][C:3](=[O:4])[c:5]1[cH:6][c:7](-[c:13]2[cH:14][n:15][cH:16][cH:17][cH:18]2)[n:8]2[c:12]1[CH2:11][CH2:10][CH2:9]2.[ClH:1]>>[C:3](=[O:4])([c:5]1[cH:6][c:7](-[c:13]2[cH:14][n:15][cH:16][cH:17][cH:18]2)[n:8]2[c:12]1[CH2:11][CH2:10][CH2:9]2)[NH:23][CH3:22]. The product is CNC(=O)c1cc(-c2cccnc2)n2c1CCC2. Starting materials: C(C)C=1N(C=CN1)CCC(N)N (2-ethyl-1H-imidazole-1-propanediamine), [OH-].[Na+] (sodium hydroxide), [OH-].[Na+] (sodium hydroxide), ClC1=CC=C(C(=O)Cl)C=C1 (4-chlorobenzoyl chloride). Solvent: C(Cl)Cl (methylene chloride), C(Cl)Cl (methylene chloride). Conditions: time 18 hour. Yields the product ClC1=CC=C(C(=O)NCCCN2C(=NC=C2)CC)C=C1 (4-Chloro-N-[3-(2ethyl-1H-imidazol-1-yl)propyl]benzamide). Reaction SMILES: [CH2:1]([C:3]1[N:4]([CH2:8][CH2:9][CH:10]([NH2:12])N)[CH:5]=[CH:6][N:7]=1)[CH3:2].[OH-].[Na+].[Cl:15][C:16]1[CH:24]=[CH:23][C:19]([C:20](Cl)=[O:21])=[CH:18][CH:17]=1>C(Cl)Cl>[Cl:15][C:16]1[CH:24]=[CH:23][C:19]([C:20]([NH:12][CH2:10][CH2:9][CH2:8][N:4]2[CH:5]=[CH:6][N:7]=[C:3]2[CH2:1][CH3:2])=[O:21])=[CH:18][CH:17]=1 |f:1.2|. Procedure: A mixture of 2.3 g. of 2-ethyl-1H-imidazole-1-propanediamine, 15 ml. of 2N sodium hydroxide and 150 ml. of methylene chloride was stirred at room temperature and 4.0 ml. of 4-chlorobenzoyl chloride was added. The reaction mixture was stirred for 18 hours, then methylene chloride and 15 ml. of 1N sodium hydroxide were added and the layers were separated. The organic layer was washed with water, dried over magnesium sulfate and concentrated. The crystalline residue was washed onto a filter with et... Starting materials: ClC1=NC=CC=C1C(F)(F)F (2-chloro-3-(trifluoromethyl)pyridine), S(=O)(O)[O-].[Na+] (sodium hydrogen sulfite), C(C)O (ethanol). The solvent is O (water). Yields the product FC(C=1C(=NC=CC1)S(=O)(=O)[O-])(F)F.[Na+] (sodium 3-(trifluoromethyl)pyridine-2-sulfonate). The yield is 67.9%. Reaction SMILES: Cl[C:2]1[C:7]([C:8]([F:11])([F:10])[F:9])=[CH:6][CH:5]=[CH:4][N:3]=1.[S:12]([O-:15])([OH:14])=[O:13].[Na+:16].C(O)C>O>[F:9][C:8]([F:11])([F:10])[C:7]1[C:2]([S:12]([O-:15])(=[O:14])=[O:13])=[N:3][CH:4]=[CH:5][CH:6]=1.[Na+:16] |f:1.2,5.6|. Procedure: In a flask, 2-chloro-3-(trifluoromethyl)pyridine (20.0 g, 110 mmol) , sodium hydrogen sulfite (46 g, 442 mmol), ethanol (200 ml) and water (200 ml) were charged and heated under reflux for 138 hours. After evaporating off the solvent from the reaction mixture, conc. hydrochloric acid was added to the residue and then evaporated to dryness. This residue was extracted with methanol, and the methanol phase was filtered and evaporated to dryness to obtain sodium 3-(trifluoromethyl)pyridine-2-sulfona...